Dataset: the Open Reaction Database (ORD), a public repository of structured organic reaction records. Task: describe an organic reaction: reactants, conditions, products, and yield Starting materials: BrN1C(CCC1=O)=O (N-bromosuccinimide), FC(C1=CC(=CC=C1)C1=CC=NC=2N1N=CC2)(F)F (7-(α,α,α-trifluoro-m-tolyl)pyrazolo[1,5-a]pyrimidine). The solvent is C(Cl)(Cl)Cl (chloroform). The product is BrC=1C=NN2C1N=CC=C2C=2C=C(C=CC2)C(F)(F)F (3-Bromo-7-(α,α,α-trifluoro-m-tolyl)pyrazolo[1,5-a]pyrimidine). RXN SMILES: [Br:1]N1C(=O)CCC1=O.[F:9][C:10]([F:27])([F:26])[C:11]1[CH:16]=[CH:15][CH:14]=[C:13]([C:17]2[N:22]3[N:23]=[CH:24][CH:25]=[C:21]3[N:20]=[CH:19][CH:18]=2)[CH:12]=1>C(Cl)(Cl)Cl>[Br:1][C:25]1[CH:24]=[N:23][N:22]2[C:17]([C:13]3[CH:12]=[C:11]([C:10]([F:26])([F:9])[F:27])[CH:16]=[CH:15][CH:14]=3)=[CH:18][CH:19]=[N:20][C:21]=12. Reported procedure: A 3.75 g. portion of N-bromosuccinimide is added to a solution of 5.26 g. of 7-(α,α,α-trifluoro-m-tolyl)pyrazolo[1,5-a]pyrimidine in 50 ml. of chloroform producing an exothermic reaction. The mixture is refluxed on a steam bath for 15 minutes and then treated as described in Example 14, giving the desired product, m.p. 138°-140° C. Reactants: CCO, O=Cc1cccc(C(F)(F)F)c1, NNC(=O)c1cccnc1Nc1ccccc1, O. Product: O=C(NN=Cc1cccc(C(F)(F)F)c1)c1cccnc1Nc1ccccc1. Reaction SMILES: [CH3:31][CH2:32][OH:33].[F:18][C:19]([c:20]1[cH:21][c:22]([CH:23]=[O:24])[cH:25][cH:26][cH:27]1)([F:28])[F:29].[NH:1]([c:2]1[cH:3][cH:4][cH:5][cH:6][cH:7]1)[c:8]1[c:9]([C:10](=[O:11])[NH:12][NH2:13])[cH:14][cH:15][cH:16][n:17]1.[OH2:30]>>[NH:1]([c:2]1[cH:3][cH:4][cH:5][cH:6][cH:7]1)[c:8]1[c:9]([C:10](=[O:11])[NH:12][N:13]=[CH:23][c:22]2[cH:21][c:20]([C:19]([F:18])([F:28])[F:29])[cH:27][cH:26][cH:25]2)[cH:14][cH:15][cH:16][n:17]1. Reactants: C(C1=CC=CC=C1)OC1=CC=C2C=CC=C(C2=C1)N1C(CN(CC1)C(=O)OC(C)(C)C)=O (1-(7-Benzyloxy-1-naphthyl)-4-tert-butoxycarbonyl-2-piperazinone), Cl (HCl). The solvent is C(C)(=O)OCC (ethyl acetate). Run at time 30 minute. Yields the product Cl.C(C1=CC=CC=C1)OC1=CC=C2C=CC=C(C2=C1)N1C(CNCC1)=O (1-(7-Benzyloxy-1-naphthyl)-2-piperazinone Hydrochloride). As a reaction SMILES: [CH2:1]([O:8][C:9]1[CH:18]=[C:17]2[C:12]([CH:13]=[CH:14][CH:15]=[C:16]2[N:19]2[CH2:24][CH2:23][N:22](C(OC(C)(C)C)=O)[CH2:21][C:20]2=[O:32])=[CH:11][CH:10]=1)[C:2]1[CH:7]=[CH:6][CH:5]=[CH:4][CH:3]=1.[ClH:33]>C(OCC)(=O)C>[ClH:33].[CH2:1]([O:8][C:9]1[CH:18]=[C:17]2[C:12]([CH:13]=[CH:14][CH:15]=[C:16]2[N:19]2[CH2:24][CH2:23][NH:22][CH2:21][C:20]2=[O:32])=[CH:11][CH:10]=1)[C:2]1[CH:3]=[CH:4][CH:5]=[CH:6][CH:7]=1 |f:3.4|. Reported procedure: Through a solution of the product from Step D (1.244 g, 2.88 mmol) in 50 mL of ethyl acetate at 0° C. was bubbled anhydrous HCl gas for 5 minutes. After 30 minutes, the solution was concentrated in vacuo to provide the titled salt as a brown powder (1.064 g) which was used in the next reaction without further purification. The reactants are ClC=1C=C(C=CC1Cl)[C@@H]1C\C(\C(C2=CC=CC=C12)=O)=C/C ((S,E)-4-(3,4-dichlorophenyl)-2-ethylidene-3,4-dihydronaphthalen-1(2H)-one), N (ammonia), [BH4-].[Na+] (NaBH4). Solvent: C1CCOC1 (THF). Conditions: time 2 hour. Product: NC(C)C1C(C2=CC=CC=C2[C@@H](C1)C1=CC(=C(C=C1)Cl)Cl)O ((4S)-2-(1-aminoethyl)-4-(3,4-dichlorophenyl)-1,2,3,4-tetrahydronaphthalen-1-ol). The yield is 78.7%. As a reaction SMILES: [Cl:1][C:2]1[CH:3]=[C:4]([C@H:9]2[C:18]3[C:13](=[CH:14][CH:15]=[CH:16][CH:17]=3)[C:12](=[O:19])/[C:11](=[CH:20]/[CH3:21])/[CH2:10]2)[CH:5]=[CH:6][C:7]=1[Cl:8].[NH3:22].[BH4-].[Na+]>C1COCC1>[NH2:22][CH:20]([CH:11]1[CH2:10][C@@H:9]([C:4]2[CH:5]=[CH:6][C:7]([Cl:8])=[C:2]([Cl:1])[CH:3]=2)[C:18]2[C:13](=[CH:14][CH:15]=[CH:16][CH:17]=2)[CH:12]1[OH:19])[CH3:21] |f:2.3|. Procedure: To a solution of (S,E)-4-(3,4-dichlorophenyl)-2-ethylidene-3,4-dihydronaphthalen-1(2H)-one (42) (0.60 g, 1.89 mmol) in THF (8 mL) at ambient temperature was added ammonia solution (2.0 M in MeOH, 2.83 mL, 5.67 mmol). The reaction mixture was stirred for 4 h before NaBH4 (0.14 g, 3.78 mmol) was added. The reaction mixture was stirred for 2 h before being quenched by a saturated solution of NH4Cl (8 mL). The product was extracted with diethyl ether (30 mL×2), dried and concentrated. The residue wa...